The task is: describe an organic reaction: reactants, conditions, products, and yield. This data is from the Open Reaction Database (ORD), a public repository of structured organic reaction records. As a reaction SMILES: [F:1][C:2]1[CH:3]=[CH:4][C:5]([N+:10]([O-:12])=[O:11])=[C:6]([CH:9]=1)[CH2:7]Br.[C:13]1(=[O:23])[NH:17][C:16](=[O:18])[C:15]2=[CH:19][CH:20]=[CH:21][CH:22]=[C:14]12.[K]>CN(C)C=O.O>[F:1][C:2]1[CH:3]=[CH:4][C:5]([N+:10]([O-:12])=[O:11])=[C:6]([CH2:7][N:17]2[C:16](=[O:18])[C:15]3=[CH:19][CH:20]=[CH:21][CH:22]=[C:14]3[C:13]2=[O:23])[CH:9]=1 |f:1.2,^1:23|. Conditions: temperature 90 celsius, time 2 hour. Run in CN(C=O)C (dimethylformamide), solvent, O (water). Procedure details: A solution of 5-fluoro-2-nitro-benzylbromide (6.2 g) in dimethylformamide (20 ml) was dropped into a stirred suspension of potassium phthalimide (4.9 g) in the same solvent (40 ml). The mixture was heated under stirring to 90° C. for 2 hours, then cooled and diluted with water. The title compound (7.2 g) was recovered by filtration. M.p. 198°-200° C. Yields the product FC=1C=CC(=C(C1)CN1C(C=2C(C1=O)=CC=CC2)=O)[N+](=O)[O-] (N-(5-fluoro-2-nitrophenyl)methyl-phthalimide). The reactants are FC=1C=CC(=C(CBr)C1)[N+](=O)[O-] (5-fluoro-2-nitro-benzylbromide), C1(C=2C(C(N1)=O)=CC=CC2)=O.[K] (potassium phthalimide). Reactants: O=S(=O)(Cl)C1CCC1, Cc1c(Nc2ccc(I)cc2F)c(N)c2n(c1=O)CCS2, c1ccncc1. Product: Cc1c(Nc2ccc(I)cc2F)c(NS(=O)(=O)C2CCC2)c2n(c1=O)CCS2. Reaction SMILES: [CH:22]1([S:26](=[O:27])(=[O:28])[Cl:29])[CH2:23][CH2:24][CH2:25]1.[NH2:1][c:2]1[c:3]2[n:4]([c:5](=[O:18])[c:6]([CH3:17])[c:7]1[NH:8][c:9]1[c:10]([F:16])[cH:11][c:12]([I:15])[cH:13][cH:14]1)[CH2:19][CH2:20][S:21]2.[cH:30]1[cH:31][cH:32][n:33][cH:34][cH:35]1>>[NH:1]([c:2]1[c:3]2[n:4]([c:5](=[O:18])[c:6]([CH3:17])[c:7]1[NH:8][c:9]1[c:10]([F:16])[cH:11][c:12]([I:15])[cH:13][cH:14]1)[CH2:19][CH2:20][S:21]2)[S:26]([CH:22]1[CH2:23][CH2:24][CH2:25]1)(=[O:27])=[O:28]. Starting materials: COC1=C(C=CC=C1)SCCCN(C(NC=1SC(=CN1)SC(C(=O)O)(C)C)=O)[C@@H]1CC[C@H](CC1)C (2-{2-[3-[3-(2-methoxy-phenylsulfanyl)-propyl]-3-(trans-4-methyl-cyclohexyl)-ureido]-thiazol-5-ylsulfanyl}-2-methyl-propionic acid), C(C)OC(C(C)(C)SC1=CN=C(S1)N)=O (2-(2-amino-thiazol-5-ylsulfanyl)-2-methyl-propionic acid ethyl ester), COC1=CC=C(C=C1)S (4-methoxy-thiophenol). The product is COC1=CC=C(C=C1)SCCCN(C(NC=1SC(=CN1)SC(C(=O)O)(C)C)=O)[C@@H]1CC[C@H](CC1)C (2-{2-[3-[3-(4-Methoxy-phenylsulfanyl)-propyl]-3-(trans-4-methyl-cyclohexyl)-ureido]-thiazol-5-ylsulfanyl}-2-methyl-propionic acid). RXN SMILES: CO[C:3]1[CH:8]=[CH:7][CH:6]=[CH:5][C:4]=1[S:9][CH2:10][CH2:11][CH2:12][N:13]([C@H:29]1[CH2:34][CH2:33][C@H:32]([CH3:35])[CH2:31][CH2:30]1)[C:14](=[O:28])[NH:15][C:16]1[S:17][C:18]([S:21][C:22]([CH3:27])([CH3:26])[C:23]([OH:25])=[O:24])=[CH:19][N:20]=1.[CH2:36]([O:38]C(=O)C(SC1SC(N)=NC=1)(C)C)C.COC1C=CC(S)=CC=1>>[CH3:36][O:38][C:7]1[CH:6]=[CH:5][C:4]([S:9][CH2:10][CH2:11][CH2:12][N:13]([C@H:29]2[CH2:30][CH2:31][C@H:32]([CH3:35])[CH2:33][CH2:34]2)[C:14](=[O:28])[NH:15][C:16]2[S:17][C:18]([S:21][C:22]([CH3:26])([CH3:27])[C:23]([OH:25])=[O:24])=[CH:19][N:20]=2)=[CH:3][CH:8]=1. Procedure: The compound was prepared following an analogous procedure to the one described for the synthesis 2-{2-[3-[3-(2-methoxy-phenylsulfanyl)-propyl]-3-(trans-4-methyl-cyclohexyl)-ureido]-thiazol-5-ylsulfanyl}-2-methyl-propionic acid using 2-(2-amino-thiazol-5-ylsulfanyl)-2-methyl-propionic acid ethyl ester and 4-methoxy-thiophenol. The product is COCCOc1ccc(F)c(C=O)c1Cl. As a reaction SMILES: [CH2:14]([Li:15])[CH2:16][CH2:17][CH3:18].[CH3:19][N:20]([CH:21]=[O:22])[CH3:23].[Cl:1][c:2]1[c:3]([O:9][CH2:10][CH2:11][O:12][CH3:13])[cH:4][cH:5][c:6]([F:8])[cH:7]1.[O:25]1[CH2:26][CH2:27][CH2:28][CH2:29]1.[OH2:24]>>[Cl:1][c:2]1[c:3]([O:9][CH2:10][CH2:11][O:12][CH3:13])[cH:4][cH:5][c:6]([F:8])[c:7]1[CH:21]=[O:22]. The reactants are [Li]CCCC, CN(C)C=O, COCCOc1ccc(F)cc1Cl, C1CCOC1, O.